Dataset: the Open Reaction Database (ORD), a public repository of structured organic reaction records. Task: describe an organic reaction: reactants, conditions, products, and yield Reactants: CN(C)CC1=NC=CC(=C1O)C (2-dimethylaminomethyl-3-hydroxy-4-methylpyridine), N1C=NC=C1 (imidazole). Solvent: C=1(C(=CC=CC1)C)C (xylene). Yields the product N1(C=NC=C1)CC1=NC=CC(=C1O)C (2-(imidazol-1-ylmethyl)-3-hydroxy-4-methylpyridine). Yield: 71.2%. As a reaction SMILES: [CH3:1][N:2]([CH2:4][C:5]1[C:10]([OH:11])=[C:9]([CH3:12])[CH:8]=[CH:7][N:6]=1)[CH3:3].[NH:13]1C=CN=[CH:14]1>C1(C)C(C)=CC=CC=1>[N:2]1([CH2:4][C:5]2[C:10]([OH:11])=[C:9]([CH3:12])[CH:8]=[CH:7][N:6]=2)[CH:1]=[CH:14][N:13]=[CH:3]1. Procedure details: The procedure described in Example 1 was then repeated except that 2-dimethylaminomethyl-3-hydroxy-4-methylpyridine (4.44 g.) and imidazole (1.82 g.) were reacted in xylene (15 ml.) to afford 2-(imidazol-1-ylmethyl)-3-hydroxy-4-methylpyridine (yield, 3.60 g.), m.p. 170°-172° C. after recrystallization from toluene. The product is FC=1C=NC=CC1N(CCO)N1C=C(C2=CC=CC=C12)C (N-(3-Fluoropyridin-4-yl)-N-(3-methyl-1H-indol-1-yl)-2-aminoethanol). Reaction SMILES: C([O:3][C:4](=O)[CH2:5][N:6]([C:17]1[CH:22]=[CH:21][N:20]=[CH:19][C:18]=1[F:23])[N:7]1[C:15]2[C:10](=[CH:11][CH:12]=[CH:13][CH:14]=2)[C:9]([CH3:16])=[CH:8]1)C.[H-].[Al+3].[Li+].[H-].[H-].[H-]>O1CCCC1>[F:23][C:18]1[CH:19]=[N:20][CH:21]=[CH:22][C:17]=1[N:6]([N:7]1[C:15]2[C:10](=[CH:11][CH:12]=[CH:13][CH:14]=2)[C:9]([CH3:16])=[CH:8]1)[CH2:5][CH2:4][OH:3] |f:1.2.3.4.5.6|. Reported procedure: To N-(3-fluoro-4-pyridinyl)-N-(3-methyl-1H-indol-1-yl)glycine ethyl ester (5.0 g) in 100 ml of tetrahydrofuran cooled to ice bath temperature was added lithium aluminum hydride (1M solution in tetrahydrofuran, 30 ml) via syringe. The reaction was stirred for 0.5 hour. The mixture was quenched with NH4Cl and extracted three times with ethyl acetate. The organics were combined, washed with sat. NaCl and dried (MgSO4). After filtering, the solvent was evaporated to yield a solid (3.9 g) which was e... Run at time 0.5 hour. The reactants are C(C)OC(CN(N1C=C(C2=CC=CC=C12)C)C1=C(C=NC=C1)F)=O (N-(3-fluoro-4-pyridinyl)-N-(3-methyl-1H-indol-1-yl)glycine ethyl ester), [H-].[Al+3].[Li+].[H-].[H-].[H-] (lithium aluminum hydride). Isolated yield 89.5%. The solvent is O1CCCC1 (tetrahydrofuran). Starting materials: O (water), ClC(=O)OC(C)C (isopropyl chloroformate), NC1=C(C(=O)OC)C=CC(=C1)Br (methyl 2-amino-4-bromobenzoate), N1=CC=CC=C1 (pyridine). Run in ClCCl (dichloromethane). Reaction conditions: time 5.5 hour. The product is BrC1=CC(=C(C(=O)OC)C=C1)NC(=O)OC(C)C (Methyl 4-bromo-2-isopropoxycarbonylaminobenzoate). The yield is 96.4%. Reaction SMILES: Cl[C:2]([O:4][CH:5]([CH3:7])[CH3:6])=[O:3].[NH2:8][C:9]1[CH:18]=[C:17]([Br:19])[CH:16]=[CH:15][C:10]=1[C:11]([O:13][CH3:14])=[O:12].N1C=CC=CC=1.O>ClCCl>[Br:19][C:17]1[CH:16]=[CH:15][C:10]([C:11]([O:13][CH3:14])=[O:12])=[C:9]([NH:8][C:2]([O:4][CH:5]([CH3:7])[CH3:6])=[O:3])[CH:18]=1. Procedure details: Add isopropyl chloroformate (104 mL, 104 mmol, 1.0 M in toluene) dropwise to a solution of methyl 2-amino-4-bromobenzoate (14.5 g, 63.0 mmol) and pyridine (10.3 mL, 126.0 mmol) in dichloromethane (210 mL) at room temperature under nitrogen and stir for 5.5 h. Pour the reaction into water (500 mL) and separate the layers. Extract the aqueous layer with dichloromethane (2×100 mL) and combine the organic extracts and wash with 2 N HCl, saturated sodium bicarbonate and brine (100 mL each), then dry ... The reactants are ClC1=C(C=C(C(=O)N=C(N)N)C(=C1)CC)S(=O)(=O)C (4-chloro-N-diaminomethylene-3-methylsulfonyl-6-ethyibenzamide), C(=O)([O-])[O-].[K+].[K+] (K2CO3). Run in C[Si](OC=1C=NC=CC1)(C)C (3-trimethylsilyloxypyridine). Product: NC(=NC(C1=CC(=C(C=C1CC)OC=1C=NC=CC1)S(=O)(=O)C)=O)N (N-diaminomethylene-3-methylsulfonyl-6-ethyl-4-(3-pyridyloxy)benzamide). Reaction SMILES: Cl[C:2]1[CH:13]=[C:12]([CH2:14][CH3:15])[C:5]([C:6]([N:8]=[C:9]([NH2:11])[NH2:10])=[O:7])=[CH:4][C:3]=1[S:16]([CH3:19])(=[O:18])=[O:17].[C:20]([O-:23])([O-])=O.[K+].[K+]>C[Si](C)(C)OC1C=NC=CC=1>[NH2:10][C:9]([NH2:11])=[N:8][C:6](=[O:7])[C:5]1[C:12]([CH2:14][CH3:15])=[CH:13][C:2]([O:23][C:20]2[CH:9]=[N:8][CH:6]=[CH:5][CH:4]=2)=[C:3]([S:16]([CH3:19])(=[O:18])=[O:17])[CH:4]=1 |f:1.2.3|. Procedure details: 1.5 g of 4-chloro-N-diaminomethylene-3-methylsulfonyl-6-ethyibenzamide [obtainable by reacting guanidine with 3-methylsulfonyl-4-chloro-6-ethyl-benzoic acid], 10 ml of 3-trimethylsilyloxypyridine and 2.9 g of K2CO3 are stirred, at 140° for three hours, in small sealed flasks. After cooling, the solid residue is separated off, washed with a little diethyl ether and dissolved in 50 ml of water. After the customary working-up, N-diaminomethylene-3-methylsulfonyl-6-ethyl-4-(3-pyridyloxy)benzamide is...